From a dataset of the Open Reaction Database (ORD), a public repository of structured organic reaction records. describe an organic reaction: reactants, conditions, products, and yield Reactants: FC=1C=C(C=CC1C)C=1C(C2=CC=C(C=C2C1C1=CC=CC=C1)OC)=O (2-(3-Fluoro-4-methylphenyl)-5-Methoxy-3-phenyl-1H-inden-1-one), FC=1C=C(C=C(C1)F)C1=C(C(C2=CC=C(C=C12)OC)=O)C=1C=NC=CC1 (3-(3,5-difluorophenyl)-5-methoxy-2-(pyridin-3-yl)-1H-inden-1-one). Yields the product FC=1C=C(C=CC1C)C=1C(C2=CC=C(C=C2C1C1=CC=CC=C1)O)=O (2-(3-Fluoro-4-methylphenyl)-5-hydroxy-3-phenyl-1H-inden-1-one). Isolated yield 88.0%. Reaction SMILES: [F:1][C:2]1[CH:3]=[C:4]([C:9]2[C:10](=[O:26])[C:11]3[C:16]([C:17]=2[C:18]2[CH:23]=[CH:22][CH:21]=[CH:20][CH:19]=2)=[CH:15][C:14]([O:24]C)=[CH:13][CH:12]=3)[CH:5]=[CH:6][C:7]=1[CH3:8].FC1C=C(C2C3C(=CC=C(OC)C=3)C(=O)C=2C2C=NC=CC=2)C=C(F)C=1>>[F:1][C:2]1[CH:3]=[C:4]([C:9]2[C:10](=[O:26])[C:11]3[C:16]([C:17]=2[C:18]2[CH:23]=[CH:22][CH:21]=[CH:20][CH:19]=2)=[CH:15][C:14]([OH:24])=[CH:13][CH:12]=3)[CH:5]=[CH:6][C:7]=1[CH3:8]. Procedure details: The procedure of Step 5 of Example 128 was repeated except for using 2-(3-fluoro-4-methylphenyl)-5-methoxy-3-phenyl-1H-inden-1-one obtained in Step 1 as a starting material instead of 3-(3,5-difluorophenyl)-5-methoxy-2-(pyridin-3-yl)-1H-inden-1-one to obtain the title compound (88%). Reported procedure: The compound was prepared in the same way as described in example 2/4, starting from indole and 2-methoxy-tetrahydrofuran. Reaction SMILES: [NH:1]1[C:9]2[C:4](=[CH:5][CH:6]=[CH:7][CH:8]=2)[CH:3]=[CH:2]1.C[O:11][CH:12]1[CH2:16][CH2:15][CH2:14]O1>>[NH:1]1[C:9]2[C:4](=[CH:5][CH:6]=[CH:7][CH:8]=2)[C:3]([CH:14]([C:3]2[C:4]3[C:9](=[CH:8][CH:7]=[CH:6][CH:5]=3)[NH:1][CH:2]=2)[CH2:15][CH2:16][CH2:12][OH:11])=[CH:2]1. The reactants are N1C=CC2=CC=CC=C12 (indole), COC1OCCC1 (2-methoxy-tetrahydrofuran). Yields the product N1C=C(C2=CC=CC=C12)C(CCCO)C1=CNC2=CC=CC=C12 (1,1-di(indol-3-yl)-4-hydroxy-butane). Reactants: [Cl-], [H-], CCI, [NH4+], CC#CCOc1cc(Nc2ccccc2)ncn1, [Na+], C1CCOC1. The product is CC#CCOc1cc(N(CC)c2ccccc2)ncn1. As a reaction SMILES: [Cl-:24].[H-:1].[I:21][CH2:22][CH3:23].[NH4+:25].[NH:3]([c:4]1[cH:5][cH:6][cH:7][cH:8][cH:9]1)[c:10]1[n:11][cH:12][n:13][c:14]([O:16][CH2:17][C:18]#[C:19][CH3:20])[cH:15]1.[Na+:2].[O:26]1[CH2:27][CH2:28][CH2:29][CH2:30]1>>[N:3]([c:4]1[cH:5][cH:6][cH:7][cH:8][cH:9]1)([c:10]1[n:11][cH:12][n:13][c:14]([O:16][CH2:17][C:18]#[C:19][CH3:20])[cH:15]1)[CH2:22][CH3:23].